describe an organic reaction: reactants, conditions, products, and yield From a dataset of the Open Reaction Database (ORD), a public repository of structured organic reaction records. The reactants are CCOC(=O)c1ccc(N)cc1, O=C1CCC(=O)N1I, CN(C)C=O, O. Yields the product CCOC(=O)c1ccc(N)c(I)c1. As a reaction SMILES: [CH3:1][CH2:2][O:3][C:4](=[O:5])[c:6]1[cH:7][cH:8][c:9]([NH2:10])[cH:11][cH:12]1.[I:13][N:14]1[C:15](=[O:16])[CH2:17][CH2:18][C:19]1=[O:20].[O:22]=[CH:23][N:24]([CH3:25])[CH3:26].[OH2:21]>>[CH3:1][CH2:2][O:3][C:4](=[O:5])[c:6]1[cH:7][cH:8][c:9]([NH2:10])[c:11]([I:13])[cH:12]1. The reactants are CC(C)(C)[Si](O[C@@H]([C@H](CN(C(CC1CCCCC1)=O)C)C)[C@H](\C=C(/C[C@@H]([C@H]([C@@H]([C@H]([C@H](\C=C/C=C)C)O)C)O[Si](C)(C)C(C)(C)C)C)\C)C)(C)C (N-[(2S,3R,4S,5Z,8S,9R,10R,11S,12S,13Z)-3,9-bis[[(1,1-dimethylethyl)dimethylsilyl]oxy]-11-hydroxy-2,4,6,8,10,12-hexamethyl-5,13,15-hexadecatrienyl]-N-methyl-cyclohexaneacetamide), ClC(C(=O)N=C=O)(Cl)Cl (trichloroacetyl isocyanate). Solvent: C(Cl)Cl (CH2Cl2). Reaction conditions: temperature 23 celsius, time 2 hour. Product: NC(=O)O[C@H]([C@H]([C@@H]([C@H](C\C(=C/[C@@H]([C@H]([C@H](CN(C(CC1CCCCC1)=O)C)C)O[Si](C)(C)C(C)(C)C)C)\C)C)O[Si](C)(C)C(C)(C)C)C)[C@H](\C=C/C=C)C (N-[(2S,3R,4S,5Z,8S,9R,10R,11S,12S,13Z)-11-[(aminocarbonyl)oxy]-3,9-bis[[(1,1-dimethylethyl)dimethylsilyl]oxy]-2,4,6,8,10,12-hexamethyl-5,13,15-hexadecatrienyl]-N-methyl-cyclohexaneacetamide). Yield: 93.8%. RXN SMILES: [CH3:1][C:2]([Si:5]([CH3:50])([CH3:49])[O:6][C@H:7]([C@@H:22]([CH3:48])/[CH:23]=[C:24](/[CH3:47])\[CH2:25][C@H:26]([CH3:46])[C@@H:27]([O:38][Si:39]([C:42]([CH3:45])([CH3:44])[CH3:43])([CH3:41])[CH3:40])[C@H:28]([CH3:37])[C@@H:29]([OH:36])[C@@H:30]([CH3:35])/[CH:31]=[CH:32]\[CH:33]=[CH2:34])[C@@H:8]([CH3:21])[CH2:9][N:10]([CH3:20])[C:11](=[O:19])[CH2:12][CH:13]1[CH2:18][CH2:17][CH2:16][CH2:15][CH2:14]1)([CH3:4])[CH3:3].ClC(Cl)(Cl)[C:53]([N:55]=C=O)=[O:54]>C(Cl)Cl>[NH2:55][C:53]([O:36][C@@H:29]([C@@H:30]([CH3:35])/[CH:31]=[CH:32]\[CH:33]=[CH2:34])[C@@H:28]([CH3:37])[C@H:27]([O:38][Si:39]([C:42]([CH3:45])([CH3:44])[CH3:43])([CH3:40])[CH3:41])[C@@H:26]([CH3:46])[CH2:25]/[C:24](/[CH3:47])=[CH:23]\[C@H:22]([CH3:48])[C@@H:7]([O:6][Si:5]([C:2]([CH3:4])([CH3:3])[CH3:1])([CH3:49])[CH3:50])[C@@H:8]([CH3:21])[CH2:9][N:10]([CH3:20])[C:11](=[O:19])[CH2:12][CH:13]1[CH2:18][CH2:17][CH2:16][CH2:15][CH2:14]1)=[O:54]. Procedure: A solution of N-[(2S,3R,4S,5Z,8S,9R,10R,11S,12S,13Z)-3,9-bis[[(1,1-dimethylethyl)dimethylsilyl]oxy]-11-hydroxy-2,4,6,8,10,12-hexamethyl-5,13,15-hexadecatrienyl]-N-methyl-cyclohexaneacetamide (70 mg, 0.096 mmol, 1 eq) in CH2Cl2 (2.0 mL) is treated with trichloroacetyl isocyanate (27.2 g, 0.145 mmol, 1.5 eq) at 23° C. (20 minutes). The solution is concentrated, and the residue dissolved in CH3OH (2.0 mL). To this solution is added K2CO3 (10 mg) and the mixture is stirred at 23° C. (2 hours). The r... Reported procedure: To a suspension of 22.53 g (150 mmol) of benzylurea and 30.34 g (150 mmol) of diethyl isopropylmalonate in 77 ml of methanol, 36.6 ml (150 mmol) of a 4.1M sodium methylate solution was added at room temperature, followed by refluxing for 16 hours. After the reaction mixture was cooled, the solvent was distilled off. After the residue was dissolved in water and insoluble substances were filtered out, the filtrate was adjusted to pH 3-4 by adding concentrated hydrochloric acid. The resulting preci... Reaction SMILES: [CH2:1]([NH:8][C:9]([NH2:11])=[O:10])[C:2]1[CH:7]=[CH:6][CH:5]=[CH:4][CH:3]=1.[CH:12]([CH:15]([C:21](OCC)=[O:22])[C:16](OCC)=[O:17])([CH3:14])[CH3:13].C[O-].[Na+]>CO>[CH2:1]([N:8]1[C:16](=[O:17])[CH:15]([CH:12]([CH3:14])[CH3:13])[C:21](=[O:22])[NH:11][C:9]1=[O:10])[C:2]1[CH:7]=[CH:6][CH:5]=[CH:4][CH:3]=1 |f:2.3|. Reactants: C(C1=CC=CC=C1)NC(=O)N (benzylurea), C(C)(C)C(C(=O)OCC)C(=O)OCC (diethyl isopropylmalonate), C[O-].[Na+] (sodium methylate). The solvent is CO (methanol). Product: C(C1=CC=CC=C1)N1C(NC(C(C1=O)C(C)C)=O)=O (3-benzyl-5-isopropylpyrimidine-2,4,6(1H,3H)-trione). Reactants: COC(=O)c1ccc(C(CC(C)C)Nc2ccc(-c3ccc(C(C)(C)C)cc3)cc2)cc1, CO, CCOC(C)=O, [Na+], [OH-]. Yields the product CC(C)CC(Nc1ccc(-c2ccc(C(C)(C)C)cc2)cc1)c1ccc(C(=O)O)cc1. RXN SMILES: [CH3:1][O:2][C:3]([c:4]1[cH:5][cH:6][c:7]([CH:10]([CH2:11][CH:12]([CH3:13])[CH3:14])[NH:15][c:16]2[cH:17][cH:18][c:19](-[c:22]3[cH:23][cH:24][c:25]([C:28]([CH3:29])([CH3:30])[CH3:31])[cH:26][cH:27]3)[cH:20][cH:21]2)[cH:8][cH:9]1)=[O:32].[CH3:33][OH:34].[CH3:37][CH2:38][O:39][C:40]([CH3:41])=[O:42].[Na+:36].[OH-:35]>>[O:2]=[C:3]([c:4]1[cH:5][cH:6][c:7]([CH:10]([CH2:11][CH:12]([CH3:13])[CH3:14])[NH:15][c:16]2[cH:17][cH:18][c:19](-[c:22]3[cH:23][cH:24][c:25]([C:28]([CH3:29])([CH3:30])[CH3:31])[cH:26][cH:27]3)[cH:20][cH:21]2)[cH:8][cH:9]1)[OH:32].